Dataset: the Open Reaction Database (ORD), a public repository of structured organic reaction records. Task: describe an organic reaction: reactants, conditions, products, and yield Reactants: O=C([O-])[O-], CN(C)C=O, O=C(O)Cc1c([N+](=O)[O-])ccc(F)c1F, O=C(O)Cc1ccc([N+](=O)[O-])c(F)c1F, Cc1c([N+](=O)[O-])ccc(F)c1F, [K+], [K+]. Yields the product Cc1ccc([N+](=O)[O-])c(F)c1F. Reaction SMILES: [C:31](=[O:32])([O-:33])[O-:34].[CH3:49][N:50]([CH3:51])[CH:52]=[O:53].[F:16][c:17]1[c:18]([F:19])[cH:20][cH:21][c:22]([N+:23]([O-:24])=[O:25])[c:26]1[CH2:27][C:28]([OH:29])=[O:30].[F:1][c:2]1[c:3]([CH2:12][C:13]([OH:14])=[O:15])[cH:4][cH:5][c:6]([N+:9](=[O:10])[O-:11])[c:7]1[F:8].[F:37][c:38]1[c:39]([F:40])[cH:41][cH:42][c:43]([N+:44]([O-:45])=[O:46])[c:47]1[CH3:48].[K+:35].[K+:36]>>[F:1][c:2]1[c:3]([CH3:12])[cH:4][cH:5][c:6]([N+:9](=[O:10])[O-:11])[c:7]1[F:8]. The reactants are C(C1=CC=CC=C1)OC(=O)C1=NC2=CC=CC=C2C(=C1)OCC1=CC=CC=C1 (2-benzyloxycarbonyl-4-benzyloxyquinoline), [Li+].[OH-] (LiOH). Run in C1CCOC1 (THF). Run at time 2 hour. The product is C(=O)(O)C1=NC2=CC=CC=C2C(=C1)OCC1=CC=CC=C1 (2-carboxy-4-benzyloxyquinoline). The yield is 105.8%. As a reaction SMILES: C([O:8][C:9]([C:11]1[CH:20]=[C:19]([O:21][CH2:22][C:23]2[CH:28]=[CH:27][CH:26]=[CH:25][CH:24]=2)[C:18]2[C:13](=[CH:14][CH:15]=[CH:16][CH:17]=2)[N:12]=1)=[O:10])C1C=CC=CC=1.[Li+].[OH-]>C1COCC1>[C:9]([C:11]1[CH:20]=[C:19]([O:21][CH2:22][C:23]2[CH:28]=[CH:27][CH:26]=[CH:25][CH:24]=2)[C:18]2[C:13](=[CH:14][CH:15]=[CH:16][CH:17]=2)[N:12]=1)([OH:10])=[O:8] |f:1.2|. Reported procedure: 2-carboxy-4-hydroxyquinoline (5 g, 1.0 eq) was dissolved in 50 mL DMF. Cesium carbonate (20 g, 2.3 eq) was added to the solution and the resulting reaction mixture was heated at 50° C. for 20 minutes. Benzyl bromide (10 g, 2.1 eq) was added. The resulting reaction mixture was stirred at 50° C. for 1 hour. Then the reaction mixture was poured into 500 mLice-water, the precipitate was collected by filtration, and dried in vacuo to afford 2-benzyloxycarbonyl-4-benzyloxyquinoline (9.1 g). 2-benzylox... Procedure: The 3-hydroxy-9-methyl-1,2,3,4-tetrahydrocarbazole was prepared by hydrolysis of 9.1 g. of 3-benzoyloxy-9-methyl-1,2,3,4-tetrahydrocarbazole and 1.95 g. of potassium hydroxide in 100 ml. of 50% ethaol using the procedure described in Example 21 for the preparation of 3-hydroxy-6-methyl-1,2,3,4-tetrahydrocarbazole. There was thus otained 48 g. of 3l -hydroxy-9-methyl-1,2,3,4-tetrahydrocarbazole which melted at 104°-106°C. The product is OC1CCC=2N(C3=CC=CC=C3C2C1)C (3-hydroxy-9-methyl-1,2,3,4-tetrahydrocarbazole). As a reaction SMILES: C([O:9][CH:10]1[CH2:22][C:21]2[C:20]3[C:15](=[CH:16][CH:17]=[CH:18][CH:19]=3)[N:14]([CH3:23])[C:13]=2[CH2:12][CH2:11]1)(=O)C1C=CC=CC=1.[OH-].[K+].OC1CC2C3C(=CC=C(C)C=3)NC=2CC1>>[OH:9][CH:10]1[CH2:22][C:21]2[C:20]3[C:15](=[CH:16][CH:17]=[CH:18][CH:19]=3)[N:14]([CH3:23])[C:13]=2[CH2:12][CH2:11]1 |f:1.2|. Reactants: C(C1=CC=CC=C1)(=O)OC1CCC=2N(C3=CC=CC=C3C2C1)C (3-benzoyloxy-9-methyl-1,2,3,4-tetrahydrocarbazole), 3l -hydroxy-9-methyl-1,2,3,4-tetrahydrocarbazole, [OH-].[K+] (potassium hydroxide), OC1CCC=2NC3=CC=C(C=C3C2C1)C (3-hydroxy-6-methyl-1,2,3,4-tetrahydrocarbazole).